From a dataset of the Open Reaction Database (ORD), a public repository of structured organic reaction records. describe an organic reaction: reactants, conditions, products, and yield Starting materials: CCc1c(Br)cccc1C=C1CCNCC1, CCOC(=O)CBr, O=C([O-])[O-], CN(C)C=O, CCOC(C)=O, [K+], [K+]. Product: CCOC(=O)CN1CCC(=Cc2cccc(Br)c2CC)CC1. RXN SMILES: [Br:1][c:2]1[c:3]([CH2:15][CH3:16])[c:4]([CH:8]=[C:9]2[CH2:10][CH2:11][NH:12][CH2:13][CH2:14]2)[cH:5][cH:6][cH:7]1.[Br:23][CH2:24][C:25](=[O:26])[O:27][CH2:28][CH3:29].[C:17](=[O:18])([O-:19])[O-:20].[CH3:30][N:31]([CH3:32])[CH:33]=[O:34].[CH3:35][CH2:36][O:37][C:38](=[O:39])[CH3:40].[K+:21].[K+:22]>>[Br:1][c:2]1[c:3]([CH2:15][CH3:16])[c:4]([CH:8]=[C:9]2[CH2:10][CH2:11][N:12]([CH2:24][C:25](=[O:26])[O:27][CH2:28][CH3:29])[CH2:13][CH2:14]2)[cH:5][cH:6][cH:7]1. Reactants: CCO, [Na+], [OH-], CCOC(=O)COc1c(OC)cc(Cl)c2c1CN1CCc3cc(OC)c(O)cc3C1C2. Product: COc1cc2c(cc1O)C1Cc3c(Cl)cc(OC)c(OCC(=O)O)c3CN1CC2. As a reaction SMILES: [CH3:34][CH2:35][OH:36].[Na+:33].[OH-:32].[OH:1][c:2]1[c:3]([O:30][CH3:31])[cH:4][c:5]2[c:6]([cH:29]1)[CH:7]1[CH2:8][c:9]3[c:10]([c:15]([O:22][CH2:23][C:24](=[O:25])[O:26][CH2:27][CH3:28])[c:16]([O:20][CH3:21])[cH:17][c:18]3[Cl:19])[CH2:11][N:12]1[CH2:13][CH2:14]2>>[OH:1][c:2]1[c:3]([O:30][CH3:31])[cH:4][c:5]2[c:6]([cH:29]1)[CH:7]1[CH2:8][c:9]3[c:10]([c:15]([O:22][CH2:23][C:24](=[O:25])[OH:26])[c:16]([O:20][CH3:21])[cH:17][c:18]3[Cl:19])[CH2:11][N:12]1[CH2:13][CH2:14]2. The reactants are O.NN (Hydrazine hydrate), ClC=1C(=C2N=C(C(=NC2=CC1Cl)OC)OC)N(S(=O)(=O)C)CCN1C(C=2C(C1=O)=CC=CC2)=O (N-(6,7-dichloro-2,3-dimethoxyquinoxalin-5-yl)-N-(2-phthalimidoethyl)methanesulphonamide). The solvent is ClCCl (dichloromethane), CO (methanol), CO (methanol). Conditions: time 2 day. Yields the product ClC=1C(=C2N=C(C(=NC2=CC1Cl)OC)OC)N(S(=O)(=O)C)CCN (N-(6,7-dichloro-2,3-dimethoxyquinoxalin-5-yl)-N-(2-aminoethyl)methanesulphonamide). Yield: 69.4%. As a reaction SMILES: O.NN.[Cl:4][C:5]1[C:6]([N:20]([CH2:25][CH2:26][N:27]2C(=O)C3=CC=CC=C3C2=O)[S:21]([CH3:24])(=[O:23])=[O:22])=[C:7]2[C:12](=[CH:13][C:14]=1[Cl:15])[N:11]=[C:10]([O:16][CH3:17])[C:9]([O:18][CH3:19])=[N:8]2>ClCCl.CO>[Cl:4][C:5]1[C:6]([N:20]([CH2:25][CH2:26][NH2:27])[S:21]([CH3:24])(=[O:23])=[O:22])=[C:7]2[C:12](=[CH:13][C:14]=1[Cl:15])[N:11]=[C:10]([O:16][CH3:17])[C:9]([O:18][CH3:19])=[N:8]2 |f:0.1|. Reported procedure: Hydrazine hydrate (696 μl, 716 mg, 14.3 mmol) was added dropwise to a solution of N-(6,7-dichloro-2,3-dimethoxyquinoxalin-5-yl)-N-(2-phthalimidoethyl)methanesulphonamide (3.76 g, 7.15 mmol) in a mixture of dichloromethane (71 ml) and methanol (5 ml) at room temperature under nitrogen. The mixture was heated at reflux for 4 days and then further methanol (20 ml) was added. After a further 2 days the mixture was allowed to cool and was concentrated under reduced pressure. The residue was dissolved... Starting materials: Cl.C(C1=CC=CC=C1)OC([C@@H]1NCCC1)=O (D-Proline benzyl ester hydrochloride), N1=C(C=CC=C1C(=O)O)C(=O)O (pyridine-2,6-dicarboxylic acid). The solvent is CCOC(=O)C (EtOAc). Yields the product C(C1=CC=CC=C1)OC(=O)[C@@H]1N(CCC1)C(=O)C1=NC(=CC=C1)C(=O)N1[C@H](CCC1)C(=O)OCC1=CC=CC=C1 ((R)-1-[6-[(R)-2-Benzyloxycarbonyl-pyrrolidine-1-carbonyl]-pyridine-2-carbonyl]-pyrrolidine-2-carboxylic acid benzyl ester). The yield is 76.9%. RXN SMILES: Cl.[CH2:2]([O:9][C:10](=[O:16])[C@H:11]1[CH2:15][CH2:14][CH2:13][NH:12]1)[C:3]1[CH:8]=[CH:7][CH:6]=[CH:5][CH:4]=1.[N:17]1[C:22]([C:23]([OH:25])=O)=[CH:21][CH:20]=[CH:19][C:18]=1[C:26]([OH:28])=O>CCOC(C)=O>[CH2:2]([O:9][C:10]([C@H:11]1[CH2:15][CH2:14][CH2:13][N:12]1[C:23]([C:22]1[CH:21]=[CH:20][CH:19]=[C:18]([C:26]([N:12]2[CH2:13][CH2:14][CH2:15][C@@H:11]2[C:10]([O:9][CH2:2][C:3]2[CH:8]=[CH:7][CH:6]=[CH:5][CH:4]=2)=[O:16])=[O:28])[N:17]=1)=[O:25])=[O:16])[C:3]1[CH:4]=[CH:5][CH:6]=[CH:7][CH:8]=1 |f:0.1|. Reported procedure: Using General Procedure A with 5.8 g (24.0 mmol) D-Proline benzyl ester hydrochloride and 2.0 g (12.0 mmol) pyridine-2,6-dicarboxylic acid afforded, after flash chromatography (EtOAc), 5.0 g (77%) of the title compound as a yellow oil. MS m/e (%): 559 (M+NH4+, 60), 542 (M+H+, 100). The reactants are CO, [H][H], CCC1CN(C(=O)OCc2ccccc2)C2C(O)COC12. Yields the product CCC1CNC2C(O)COC12. Reaction SMILES: [CH3:24][OH:25].[H:22][H:23].[OH:1][CH:2]1[CH2:3][O:4][CH:5]2[CH:6]1[N:7]([C:12]([O:13][CH2:14][c:15]1[cH:16][cH:17][cH:18][cH:19][cH:20]1)=[O:21])[CH2:8][CH:9]2[CH2:10][CH3:11]>>[OH:1][CH:2]1[CH2:3][O:4][CH:5]2[CH:6]1[NH:7][CH2:8][CH:9]2[CH2:10][CH3:11]. Reactants: Cc1ccc(Br)c(C(=O)Nc2ccn(C)n2)n1, Cc1cncc(N)n1. Yields the product Cc1cncc(Nc2ccc(C)nc2C(=O)Nc2ccn(C)n2)n1. Reaction SMILES: [CH3:1][n:2]1[n:3][c:4]([NH:7][C:8](=[O:9])[c:10]2[n:11][c:12]([CH3:17])[cH:13][cH:14][c:15]2[Br:16])[cH:5][cH:6]1.[NH2:18][c:19]1[n:20][c:21]([CH3:25])[cH:22][n:23][cH:24]1>>[CH3:1][n:2]1[n:3][c:4]([NH:7][C:8](=[O:9])[c:10]2[n:11][c:12]([CH3:17])[cH:13][cH:14][c:15]2[NH:18][c:19]2[n:20][c:21]([CH3:25])[cH:22][n:23][cH:24]2)[cH:5][cH:6]1.